Dataset: the Open Reaction Database (ORD), a public repository of structured organic reaction records. Task: describe an organic reaction: reactants, conditions, products, and yield The reactants are C[S+](C)(C)=O, CON(C)C(=O)C=Cc1ccc(Cl)cc1, [H-], [I-], [Na+], CN(C)C=O. Yields the product CON(C)C(=O)C1CC1c1ccc(Cl)cc1. As a reaction SMILES: [CH3:4][S+:5]([CH3:6])([CH3:7])=[O:8].[Cl:9][c:10]1[cH:11][cH:12][c:13]([CH:16]=[CH:17][C:18](=[O:19])[N:20]([CH3:21])[O:22][CH3:23])[cH:14][cH:15]1.[H-:2].[I-:3].[Na+:1].[O:24]=[CH:25][N:26]([CH3:27])[CH3:28]>>[CH2:4]1[CH:16]([c:13]2[cH:12][cH:11][c:10]([Cl:9])[cH:15][cH:14]2)[CH:17]1[C:18](=[O:19])[N:20]([CH3:21])[O:22][CH3:23]. Starting materials: CC#N, NC(c1ccccc1)c1ccccc1, O=C(Cl)C(=O)c1c[nH]c2ccccc12. Product: O=C(NC(c1ccccc1)c1ccccc1)C(=O)c1c[nH]c2ccccc12. RXN SMILES: [CH3:29][C:30]#[N:31].[c:15]1([CH:21]([c:22]2[cH:23][cH:24][cH:25][cH:26][cH:27]2)[NH2:28])[cH:16][cH:17][cH:18][cH:19][cH:20]1.[nH:1]1[cH:2][c:3]([C:10]([C:11](=[O:12])[Cl:13])=[O:14])[c:4]2[cH:5][cH:6][cH:7][cH:8][c:9]12>>[nH:1]1[cH:2][c:3]([C:10]([C:11](=[O:12])[NH:28][CH:21]([c:15]2[cH:16][cH:17][cH:18][cH:19][cH:20]2)[c:22]2[cH:23][cH:24][cH:25][cH:26][cH:27]2)=[O:14])[c:4]2[cH:5][cH:6][cH:7][cH:8][c:9]12.